The task is: describe an organic reaction: reactants, conditions, products, and yield. This data is from the Open Reaction Database (ORD), a public repository of structured organic reaction records. Starting materials: NC1=C(C=CC=2C=CC(OC21)(C)C)F (8-amino-2,2-dimethyl-7-fluoro-2H-1-benzopyran), ClN1C(CCC1=O)=O (N-chlorosuccinimide). The solvent is CN(C=O)C (N,N-dimethylformamide). Product: NC1=C(C=C(C=2C=CC(OC21)(C)C)Cl)F (8-amino-5-chloro-2,2-dimethyl-7-fluoro-2H-1-benzopyran). Yield: 329.4%. Reaction SMILES: [NH2:1][C:2]1[C:11]2[O:10][C:9]([CH3:13])([CH3:12])[CH:8]=[CH:7][C:6]=2[CH:5]=[CH:4][C:3]=1[F:14].[Cl:15]N1C(=O)CCC1=O>CN(C)C=O>[NH2:1][C:2]1[C:11]2[O:10][C:9]([CH3:12])([CH3:13])[CH:8]=[CH:7][C:6]=2[C:5]([Cl:15])=[CH:4][C:3]=1[F:14]. Reported procedure: By a method analogous to that of Example 11, Step J, 1.5 grams (0.0008 mole) of 8-amino-2,2-dimethyl-7-fluoro-2H-1-benzopyran was reacted with 1.1 grams (0.008 mole) of N-chlorosuccinimide in 50 mL of N,N-dimethylformamide. The crude reaction product was purified with column chromatography on silica gel, with hexane and 1:1 methylene chloride:hexane hexane as the eluants. The product-containing fractions were combined and concentrated under reduced pressure, yielding 0.6 gram of 8-amino-5-chloro...